This data is from the Open Reaction Database (ORD), a public repository of structured organic reaction records. The task is: describe an organic reaction: reactants, conditions, products, and yield Reactants: C1CCOC1, CC(=O)C(C)C, CCCCC, CCCCCC, C[Si](C)(C)Cl. Yields the product C=C(O[Si](C)(C)C)C(C)C. As a reaction SMILES: [CH2:1]1[O:2][CH2:3][CH2:4][CH2:5]1.[CH3:17][CH:18]([C:19]([CH3:20])=[O:21])[CH3:22].[CH3:23][CH2:24][CH2:25][CH2:26][CH3:27].[CH3:6][CH2:7][CH2:8][CH2:9][CH2:10][CH3:11].[Cl:12][Si:13]([CH3:14])([CH3:15])[CH3:16]>>[Si:13]([CH3:14])([CH3:15])([CH3:16])[O:21][C:19]([CH:18]([CH3:17])[CH3:22])=[CH2:20]. The reactants are CCOC(=O)c1cnn(-c2ccc(C#N)cc2)c1C(F)(F)F, C1CCOC1, C[Si](C)(C)[O-], CCCC(C)C, [K+]. The product is N#Cc1ccc(-n2ncc(C(=O)O)c2C(F)(F)F)cc1. Reaction SMILES: [C:7](#[N:8])[c:9]1[cH:10][cH:11][c:12](-[n:15]2[n:16][cH:17][c:18]([C:24](=[O:25])[O:26][CH2:27][CH3:28])[c:19]2[C:20]([F:21])([F:22])[F:23])[cH:13][cH:14]1.[CH2:35]1[O:36][CH2:37][CH2:38][CH2:39]1.[CH3:1][Si:2]([CH3:3])([CH3:4])[O-:5].[CH3:29][CH2:30][CH2:31][CH:32]([CH3:33])[CH3:34].[K+:6]>>[C:7](#[N:8])[c:9]1[cH:10][cH:11][c:12](-[n:15]2[n:16][cH:17][c:18]([C:24](=[O:25])[OH:26])[c:19]2[C:20]([F:21])([F:22])[F:23])[cH:13][cH:14]1. RXN SMILES: [CH:1]([C:3]1[CH:8]=[C:7]([CH3:9])[C:6]([CH:10]=[CH:11][C:12]([OH:14])=[O:13])=[C:5]([CH3:15])[CH:4]=1)=[O:2].CCN(C(C)C)C(C)C>C(O)C.[Pd]>[OH:2][CH2:1][C:3]1[CH:8]=[C:7]([CH3:9])[C:6]([CH2:10][CH2:11][C:12]([OH:14])=[O:13])=[C:5]([CH3:15])[CH:4]=1. Reaction conditions: time 1 hour. The yield is 97.8%. Starting materials: C(=O)C1=CC(=C(C(=C1)C)C=CC(=O)O)C (3-(4-formyl-2,6-dimethyl-phenyl)-acrylic acid), CCN(C(C)C)C(C)C (DIPEA). The product is OCC1=CC(=C(C(=C1)C)CCC(=O)O)C (3-(4-hydroxymethyl-2,6-dimethyl-phenyl)-propionic acid). Run in C(C)O (ethanol). Procedure details: To a solution of 3-(4-formyl-2,6-dimethyl-phenyl)-acrylic acid (2.2 g, 10.8 mmol) and DIPEA (2.0 mL, 11.9 mmol) in ethanol (80 mL), Pd/C (200 mg, 10% Pd, moistened with 50% water) is added. The suspension is vigorously stirred under 1 bar of H2 for 1 h. The mixture is filtered over Celite and the filtrate is evaporated. The residue is poured onto 1 N aq. HCl/ice and extracted with EA. The organic extract is washed once with 1 N aq. HCl and once with brine, dried over MgSO4, filtered and evaporat... The reagents and catalysts are [Pd] (Pd/C). The reactants are [Mg] (magnesium), II (iodine), C(=O)=O (dry ice), ClCC(C)(C1=CC=CC=C1)C (1-chloro-2-methyl-2-phenylpropane), BrCCBr (1,2-dibromoethane), Cl (hydrochloric acid). Run in O1CCCC1 (tetrahydrofuran), O1CCCC1 (tetrahydrofuran), O (water). Reaction conditions: temperature 60 celsius, time 4 hour. The product is CC(CC(=O)O)(C)C1=CC=CC=C1 (3-methyl-3-phenylbutanoic acid). Reaction SMILES: [Mg].II.Cl[CH2:5][C:6]([CH3:14])([C:8]1[CH:13]=[CH:12][CH:11]=[CH:10][CH:9]=1)[CH3:7].BrCCBr.[C:19](=[O:21])=[O:20].Cl>O1CCCC1.O>[CH3:7][C:6]([C:8]1[CH:13]=[CH:12][CH:11]=[CH:10][CH:9]=1)([CH3:14])[CH2:5][C:19]([OH:21])=[O:20]. Procedure: While stirring powdery magnesium (9.56 g, 393 mmol) and iodine (one crumb) in tetrahydrofuran (10 ml), a solution of 1-chloro-2-methyl-2-phenylpropane (26.53 g, 157.3 mmol) and 1,2-dibromoethane (29.6 g, 157 mmol) in tetrahydrofuran (100 ml) was dropwise added at a rate permitting the reaction solution to gently reflux. After completion of the dropwise addition, the mixture was stirred at 60° C. for 4 hrs. The reaction solution was cooled to −78° C., and pulverized dry ice (50 g) was carefully a... Starting materials: Cl.O(C)N (methoxylamine hydrochloride), aqueous solution, Cl(=O)(=O)(=O)O (perchloric acid), COC=C1CN2CCC1CC2 (3-methoxy methylidene quinuclidine). Run in O (water), CO (methanol), C(Cl)(Cl)Cl (chloroform). Yields the product CON=CC1CN2CCC1CC2 (1-azabicyclo-[2,2,2]-octan-3-carboxaldehyde O-methyloxime). Reaction SMILES: Cl(O)(=O)(=O)=O.CO[CH:8]=[C:9]1[CH:14]2[CH2:15][CH2:16][N:11]([CH2:12][CH2:13]2)[CH2:10]1.Cl.[O:18]([NH2:20])[CH3:19]>C(Cl)(Cl)Cl.O.CO>[CH3:19][O:18][N:20]=[CH:8][CH:9]1[CH:14]2[CH2:13][CH2:12][N:11]([CH2:16][CH2:15]2)[CH2:10]1 |f:2.3|. Procedure details: 11 cm3 of a 70% aqueous solution of perchloric acid is added at ambient temperature to 4.6 g of 3-methoxy methylidene quinuclidine (Heterocycles 244, 4-971 (1986)) in solution in 46 cm3 of chloroform. After one hour of contact, 2.5 g of methoxylamine hydrochloride in 10 cm3 of water and 10 cm3 of methanol is added and the reaction medium is maintained in this way for one night, and is then concentrated, alkalized with 2N sodium hydroxide, extracted with ethyl acetate; the solvents are evaporated...